Task: describe an organic reaction: reactants, conditions, products, and yield. Dataset: the Open Reaction Database (ORD), a public repository of structured organic reaction records Starting materials: [Al+3], ClCCl, [Cl-], [Cl-], [Cl-], CN(C)C=O, O, O=S(Cl)Cl, CCOC(=O)N(CCC(=O)O)Cc1ccco1. The product is CCOC(=O)N1CCC(=O)c2ccoc2C1. As a reaction SMILES: [Al+3:28].[CH2:31]([Cl:32])[Cl:33].[Cl-:27].[Cl-:29].[Cl-:30].[O:22]=[CH:23][N:24]([CH3:25])[CH3:26].[OH2:34].[S:18]([Cl:19])([Cl:20])=[O:21].[o:1]1[c:2]([CH2:6][N:7]([CH2:8][CH2:9][C:10](=[O:11])[OH:12])[C:13](=[O:14])[O:15][CH2:16][CH3:17])[cH:3][cH:4][cH:5]1>>[o:1]1[c:2]2[c:3]([cH:4][cH:5]1)[C:10](=[O:12])[CH2:9][CH2:8][N:7]([C:13](=[O:14])[O:15][CH2:16][CH3:17])[CH2:6]2. Reactants: C1COC2(CCNCC2)O1 (4-Piperidone ethylene ketal), ClCC1=CC(=NC=C1)C1=CC(=C(C(=C1)OC)OC)OC (4-chloromethyl-2-(3,4,5-trimethoxyphenyl)pyridine). The product is C1COC2(CCN(CC2)CC2=CC(=NC=C2)C2=CC(=C(C(=C2)OC)OC)OC)O1 (1-[[2-(3,4,5-Trimethoxyphenyl)pyridin-4-yl]methyl]-4-piperidone Ethylene Ketal). Reaction SMILES: [CH2:1]1[O:10][C:4]2([CH2:9][CH2:8][NH:7][CH2:6][CH2:5]2)[O:3][CH2:2]1.Cl[CH2:12][C:13]1[CH:18]=[CH:17][N:16]=[C:15]([C:19]2[CH:24]=[C:23]([O:25][CH3:26])[C:22]([O:27][CH3:28])=[C:21]([O:29][CH3:30])[CH:20]=2)[CH:14]=1>>[CH2:1]1[O:10][C:4]2([CH2:9][CH2:8][N:7]([CH2:12][C:13]3[CH:18]=[CH:17][N:16]=[C:15]([C:19]4[CH:24]=[C:23]([O:25][CH3:26])[C:22]([O:27][CH3:28])=[C:21]([O:29][CH3:30])[CH:20]=4)[CH:14]=3)[CH2:6][CH2:5]2)[O:3][CH2:2]1. Reported procedure: 4-Piperidone ethylene ketal (12.0 g) and 4-chloromethyl-2-(3,4,5-trimethoxyphenyl)pyridine (12.3 g) was condensed in the same manner as described in Example 2 to give the title compound. Starting materials: [NH4+].[Cl-] (NH4Cl), BrC=1C=C(SC1)C=O (4-bromothiophene-2-carbaldehyde), CC(C)(C)[O-].[K+] (t-BuOK), ClCCCC#N (4-chloro-butyronitrile). Reaction conditions: time 3 hour. The product is BrC=1C=C(SC1)C1OCCC1C#N (2-(4-Bromo-thiophen-2-yl)-tetrahydro-furan-3-carbonitrile). Reaction SMILES: [Br:1][C:2]1[CH:3]=[C:4]([CH:7]=[O:8])[S:5][CH:6]=1.CC([O-])(C)C.[K+].Cl[CH2:16][CH2:17][CH2:18][C:19]#[N:20].[NH4+].[Cl-]>>[Br:1][C:2]1[CH:3]=[C:4]([CH:7]2[CH:18]([C:19]#[N:20])[CH2:17][CH2:16][O:8]2)[S:5][CH:6]=1 |f:1.2,4.5|. Procedure details: Addition of 4-bromo-2-thiophenecarboxaldehyde 63 ((Aldrich, Wis.)) (1.0 g, 5.23 mmol) to a solution of t-BuOK (1 M in THF, 5.23 mL, 5.23 mmol) at 0° C. was followed immediately by the addition of 4-chloro-butyronitrile (0.51 mL, 5.3 mmol). After 3 h, the reaction mixture was allowed to warm to the room temperature and saturated, aqueous NH4Cl solution was then added. The crude reaction mixture was then separated and the aqueous fraction extracted twice with EtOAc. The combined EtOAc extracts wer... Starting materials: ClCCl, COc1cc(CO)c([N+](=O)[O-])cc1CC1COC(C)(C)O1. Yields the product COc1cc(C=O)c([N+](=O)[O-])cc1CC1COC(C)(C)O1. Reaction SMILES: [CH2:22]([Cl:23])[Cl:24].[CH3:1][C:2]1([CH3:21])[O:3][CH2:4][CH:5]([CH2:7][c:8]2[cH:9][c:10]([N+:18](=[O:19])[O-:20])[c:11]([CH2:16][OH:17])[cH:12][c:13]2[O:14][CH3:15])[O:6]1>>[CH3:1][C:2]1([CH3:21])[O:3][CH2:4][CH:5]([CH2:7][c:8]2[cH:9][c:10]([N+:18](=[O:19])[O-:20])[c:11]([CH:16]=[O:17])[cH:12][c:13]2[O:14][CH3:15])[O:6]1. The reactants are ClC(Cl)Cl, O=C(Cl)C(=O)Cl, O=C(O)c1cccnc1Cl, CN(C)C=O. Yields the product O=C(Cl)c1cccnc1Cl. RXN SMILES: [CH:22]([Cl:23])([Cl:24])[Cl:25].[Cl:11][C:12]([C:13]([Cl:14])=[O:15])=[O:16].[Cl:1][c:2]1[c:3]([C:4](=[O:5])[OH:6])[cH:7][cH:8][cH:9][n:10]1.[O:17]=[CH:18][N:19]([CH3:20])[CH3:21]>>[Cl:1][c:2]1[c:3]([C:4](=[O:5])[Cl:11])[cH:7][cH:8][cH:9][n:10]1. The reactants are solution, CCCC[N+](CCCC)(CCCC)CCCC.[F-] (TBAF), [Si](C)(C)(C(C)(C)C)OCCCN1C(C(CC2=CC=CC=C12)NC(=O)C=1NC2=CC=C(C=C2C1)Cl)=O (N-[1-(3-{[tert-butyl(dimethyl)silyl]oxy}propyl)-2-oxo-1,2,3,4-tetrahydroquinolin-3-yl]-5-chloro-1H-indole-2-carboxamide). Solvent: C1CCOC1 (THF), C1CCOC1 (THF). Run at time 24 hour. Yields the product ClC=1C=C2C=C(NC2=CC1)C(=O)NC1C(N(C2=CC=CC=C2C1)CCCO)=O (5-Chloro-N-[1-(3-hydroxypropyl)-2-oxo-1,2,3,4-tetrahydroquinolin-3-yl]-1H-indole-2-carboxamide). Yield: 75.4%. RXN SMILES: CCCC[N+](CCCC)(CCCC)CCCC.[F-].[Si]([O:26][CH2:27][CH2:28][CH2:29][N:30]1[C:39]2[C:34](=[CH:35][CH:36]=[CH:37][CH:38]=2)[CH2:33][CH:32]([NH:40][C:41]([C:43]2[NH:44][C:45]3[C:50]([CH:51]=2)=[CH:49][C:48]([Cl:52])=[CH:47][CH:46]=3)=[O:42])[C:31]1=[O:53])(C(C)(C)C)(C)C>C1COCC1>[Cl:52][C:48]1[CH:49]=[C:50]2[C:45](=[CH:46][CH:47]=1)[NH:44][C:43]([C:41]([NH:40][CH:32]1[CH2:33][C:34]3[C:39](=[CH:38][CH:37]=[CH:36][CH:35]=3)[N:30]([CH2:29][CH2:28][CH2:27][OH:26])[C:31]1=[O:53])=[O:42])=[CH:51]2 |f:0.1|. Procedure: A 1 M solution of TBAF in THF (1 mL) was added dropwise to a solution of N-[1-(3-{[tert-butyl(dimethyl)silyl]oxy}propyl)-2-oxo-1,2,3,4-tetrahydroquinolin-3-yl]-5-chloro-1H-indole-2-carboxamide (Method 13, 400 mg, 0.78 mmol) in THF (5 mL). The reaction was stirred at ambient temperature for 24 h, partitioned between EtOAc (25 mL) and saturated aqueous NH4Cl solution (20 mL), the layers separated and the organic phase dried (MgSO4). The volatiles were removed under reduced pressure to give an off-...